From a dataset of the Open Reaction Database (ORD), a public repository of structured organic reaction records. describe an organic reaction: reactants, conditions, products, and yield The reactants are [BH4-], CCO, O=C1Cc2cc(F)ccc2Sc2ccccc21, [Na+], O. The product is OC1Cc2cc(F)ccc2Sc2ccccc21. Reaction SMILES: [BH4-:18].[CH3:21][CH2:22][OH:23].[F:1][c:2]1[cH:3][c:4]2[c:5]([cH:16][cH:17]1)[S:6][c:7]1[c:8]([cH:12][cH:13][cH:14][cH:15]1)[C:9](=[O:11])[CH2:10]2.[Na+:19].[OH2:20]>>[F:1][c:2]1[cH:3][c:4]2[c:5]([cH:16][cH:17]1)[S:6][c:7]1[c:8]([cH:12][cH:13][cH:14][cH:15]1)[CH:9]([OH:11])[CH2:10]2. Reactants: COC(O[Si](C)(C)C)(c1ccc([N+](=O)[O-])cc1)C(F)(F)F, [Cl-], Cl, [Na+], C1COCCO1, O. Product: O=C(c1ccc([N+](=O)[O-])cc1)C(F)(F)F. Reaction SMILES: [CH3:1][Si:2]([O:3][C:4]([C:5]([F:6])([F:7])[F:8])([c:9]1[cH:10][cH:11][c:12]([N+:15](=[O:16])[O-:17])[cH:13][cH:14]1)[O:20][CH3:21])([CH3:18])[CH3:19].[Cl-:25].[ClH:22].[Na+:24].[O:26]1[CH2:27][CH2:28][O:29][CH2:30][CH2:31]1.[OH2:23]>>[O:3]=[C:4]([C:5]([F:6])([F:7])[F:8])[c:9]1[cH:10][cH:11][c:12]([N+:15](=[O:16])[O-:17])[cH:13][cH:14]1. The reactants are CCOC(=O)c1sc(-c2cn(CC(F)(F)c3ccccc3)nn2)nc1C, [Li+], C1CCOC1, [OH-], O, O. As a reaction SMILES: [F:1][C:2]([CH2:3][n:4]1[n:5][n:6][c:7](-[c:9]2[s:10][c:11]([C:15](=[O:16])[O:17][CH2:18][CH3:19])[c:12]([CH3:14])[n:13]2)[cH:8]1)([c:20]1[cH:21][cH:22][cH:23][cH:24][cH:25]1)[F:26].[Li+:29].[O:30]1[CH2:31][CH2:32][CH2:33][CH2:34]1.[OH-:28].[OH2:27].[OH2:35]>>[F:1][C:2]([CH2:3][n:4]1[n:5][n:6][c:7](-[c:9]2[s:10][c:11]([C:15](=[O:16])[OH:17])[c:12]([CH3:14])[n:13]2)[cH:8]1)([c:20]1[cH:21][cH:22][cH:23][cH:24][cH:25]1)[F:26]. The product is Cc1nc(-c2cn(CC(F)(F)c3ccccc3)nn2)sc1C(=O)O.